Task: describe an organic reaction: reactants, conditions, products, and yield. Dataset: the Open Reaction Database (ORD), a public repository of structured organic reaction records Starting materials: COC([C@@H](NC(C1=C(C=C(C=C1Cl)Br)Cl)=O)CC1=CC=C(C=C1)C1=C(C=CC=C1OC)OC)=O (N-(4-Bromo-2,6-dichlorobenzoyl)-4-(2,6-dimethoxyphenyl)-L-phenylalanine methyl ester), C[Si](CCOCN1N=CC=C1B(O)O)(C)C (1-[[2-(trimethylsilyl)ethoxy]methyl]-5-pyrazoleboronic acid). The solvent is C1CCOC1 (THF). Yields the product COC([C@@H](NC(C1=C(C=C(C=C1Cl)C1=CC=NN1COCC[Si](C)(C)C)Cl)=O)CC1=CC=C(C=C1)C1=C(C=CC=C1OC)OC)=O (N-[4-[1-[[2-(trimethylsilyl)ethoxy]methyl]-5-pyrazolyl]-2,6-dichlorobenzoyl]-4-(2,6-dimethoxyphenyl)-L-phenylalanine methyl ester). Yield: 95.6%. Reaction SMILES: [CH3:1][O:2][C:3](=[O:34])[C@H:4]([CH2:17][C:18]1[CH:23]=[CH:22][C:21]([C:24]2[C:29]([O:30][CH3:31])=[CH:28][CH:27]=[CH:26][C:25]=2[O:32][CH3:33])=[CH:20][CH:19]=1)[NH:5][C:6](=[O:16])[C:7]1[C:12]([Cl:13])=[CH:11][C:10](Br)=[CH:9][C:8]=1[Cl:15].[CH3:35][Si:36]([CH3:50])([CH3:49])[CH2:37][CH2:38][O:39][CH2:40][N:41]1[C:45](B(O)O)=[CH:44][CH:43]=[N:42]1>C1COCC1>[CH3:1][O:2][C:3](=[O:34])[C@H:4]([CH2:17][C:18]1[CH:23]=[CH:22][C:21]([C:24]2[C:29]([O:30][CH3:31])=[CH:28][CH:27]=[CH:26][C:25]=2[O:32][CH3:33])=[CH:20][CH:19]=1)[NH:5][C:6](=[O:16])[C:7]1[C:12]([Cl:13])=[CH:11][C:10]([C:45]2[N:41]([CH2:40][O:39][CH2:38][CH2:37][Si:36]([CH3:50])([CH3:49])[CH3:35])[N:42]=[CH:43][CH:44]=2)=[CH:9][C:8]=1[Cl:15]. Procedure: N-(4-Bromo-2,6-dichlorobenzoyl)-4-(2,6-dimethoxyphenyl)-L-phenylalanine methyl ester (0.240 g) was coupled with 1-[[2-(trimethylsilyl)ethoxy]methyl]-5-pyrazoleboronic acid (0.343 g) in THF (10 mL) as described in Example 7-2) to give N-[4-[1-[[2-(trimethylsilyl)ethoxy]methyl]-5-pyrazolyl]-2,6-dichlorobenzoyl]-4-(2,6-dimethoxyphenyl)-L-phenylalanine methyl ester (0.277 g). ESMS: m/z 684 (MH+) and 682 (M−H)−. The reactants are ClC(CNC1=C(C=CC=C1CC)CC)C (N-(β-chloropropyl)-2,6-diethyl-aniline). Run in C(Cl)(Cl)Cl (chloroform). The product is C(C)C1=C(C(=CC=C1)CC)N1CN(C(C1)C)C1=C(C=CC=C1CC)CC (1,3-Bis(2',6'-diethylphenyl)-4-methyl-imidazolidine). As a reaction SMILES: Cl[CH:2]([CH3:15])[CH2:3][NH:4][C:5]1[C:10]([CH2:11][CH3:12])=[CH:9][CH:8]=[CH:7][C:6]=1[CH2:13][CH3:14]>C(Cl)(Cl)Cl>[CH2:13]([C:6]1[CH:7]=[CH:8][CH:9]=[C:10]([CH2:11][CH3:12])[C:5]=1[N:4]1[CH2:3][CH:2]([CH3:15])[N:4]([C:5]2[C:6]([CH2:13][CH3:14])=[CH:7][CH:8]=[CH:9][C:10]=2[CH2:11][CH3:12])[CH2:3]1)[CH3:14]. Reported procedure: A mixture of 46.3 g (0.205 moles) of N-(β-chloropropyl)-2,6-diethyl-aniline, obtained as indicated in point (b) above, 61.2 g (0.41 moles) of 2,6-diethylaniline and 1.66 g (10 mmoles) of potassium iodide is stirred at 140° to 145° C. for 4 hours under nitrogen atmoshere. The mixture is allowed to cool, 150 ml of isopropanol are added, and the resulting mixture is stirred at 0° to +5° C. for 2 hours. The separated 2,6-diethyleniline hydrochloride (19.2 g, 25.2%) is filtered off, washed with cold ... The reactants are Br, Cl, Nc1nc(-c2cccc([N+](=O)[O-])c2)cs1, O=S(=O)(Cl)c1ccc(OCc2ccccc2)cc1, c1ccncc1. Product: O=[N+]([O-])c1cccc(-c2csc(NS(=O)(=O)c3ccc(OCc4ccccc4)cc3)n2)c1. Reaction SMILES: [BrH:1].[ClH:35].[N+:2](=[O:3])([O-:4])[c:5]1[cH:6][c:7](-[c:11]2[n:12][c:13]([NH2:16])[s:14][cH:15]2)[cH:8][cH:9][cH:10]1.[c:17]1([CH2:23][O:24][c:25]2[cH:26][cH:27][c:28]([S:31](=[O:32])(=[O:33])[Cl:34])[cH:29][cH:30]2)[cH:18][cH:19][cH:20][cH:21][cH:22]1.[cH:36]1[cH:37][cH:38][n:39][cH:40][cH:41]1>>[N+:2](=[O:3])([O-:4])[c:5]1[cH:6][c:7](-[c:11]2[n:12][c:13]([NH:16][S:31]([c:28]3[cH:27][cH:26][c:25]([O:24][CH2:23][c:17]4[cH:18][cH:19][cH:20][cH:21][cH:22]4)[cH:30][cH:29]3)(=[O:32])=[O:33])[s:14][cH:15]2)[cH:8][cH:9][cH:10]1.